Dataset: the Open Reaction Database (ORD), a public repository of structured organic reaction records. Task: describe an organic reaction: reactants, conditions, products, and yield Starting materials: FC1=C(C(=O)O)C=C(C(=C1F)F)OC (2,3,4-trifluoro-5-methoxybenzoic acid), C(C(=O)Cl)(=O)Cl (oxalyl chloride), C(=O)(O)[O-].[Na+] (NaHCO3), C(C)O (ethanol). The reagents and catalysts are CN(C=O)C (N,N-dimethylformamide). The solvent is ClCCl (dichloromethane). Run at time 3.5 hour. The product is C(C)OC(C1=C(C(=C(C(=C1)OC)F)F)F)=O (2,3,4-Trifluoro-5-methoxybenzoic acid ethyl ester). Yield: 96.8%. RXN SMILES: [F:1][C:2]1[C:10]([F:11])=[C:9]([F:12])[C:8]([O:13][CH3:14])=[CH:7][C:3]=1[C:4]([OH:6])=[O:5].[C:15](Cl)(=O)[C:16](Cl)=O.C(O)C.C([O-])(O)=O.[Na+]>ClCCl.CN(C)C=O>[CH2:15]([O:5][C:4](=[O:6])[C:3]1[CH:7]=[C:8]([O:13][CH3:14])[C:9]([F:12])=[C:10]([F:11])[C:2]=1[F:1])[CH3:16] |f:3.4|. Procedure details: A solution of 2,3,4-trifluoro-5-methoxybenzoic acid (Hayashi et al., Bull. Chem. Soc. Jap., 1972; 45(9):2909–2914, 3.443 g, 16.7 mmol) in dichloromethane (100 mL) at 0° C. is treated with oxalyl chloride (7 mL, 80 mmol) followed by N,N-dimethylformamide (4 drops). The mixture is stirred at room temperature for 3.5 hours, concentrated to near dryness, and co-evaporated with benzene. The acid chloride is then diluted with dichloromethane, cooled to 0° C., and treated with absolute ethanol (10 mL, ... Reactants: C[O-], CCOC(C)=O, CC(O)(C(=O)Nc1ccc(I)cc1Cl)C(F)(F)F, Cl[Cu], [Na+], OCCS, c1ccncc1, c1ccc2ncccc2c1. The product is CC(O)(C(=O)Nc1ccc(SCCO)cc1Cl)C(F)(F)F. As a reaction SMILES: [CH3:23][O-:24].[CH3:42][CH2:43][O:44][C:45](=[O:46])[CH3:47].[Cl:1][c:2]1[c:3]([NH:9][C:10]([C:11]([C:12]([F:13])([F:14])[F:15])([CH3:16])[OH:17])=[O:18])[cH:4][cH:5][c:6]([I:8])[cH:7]1.[Cl:48][Cu:49].[Na+:25].[SH:19][CH2:20][CH2:21][OH:22].[cH:26]1[cH:27][cH:28][n:29][cH:30][cH:31]1.[cH:32]1[cH:33][c:34]2[c:35]([n:36][cH:37][cH:38][cH:39]2)[cH:40][cH:41]1>>[Cl:1][c:2]1[c:3]([NH:9][C:10]([C:11]([C:12]([F:13])([F:14])[F:15])([CH3:16])[OH:17])=[O:18])[cH:4][cH:5][c:6]([S:19][CH2:20][CH2:21][OH:22])[cH:7]1. Reactants: ethyl ester, C(C)(=O)NC(CC1=CC=C(OCC(=O)O)C=C1)C (rac. 4-(2-acetamidopropyl)phenoxyacetic acid), [OH-].[Na+] (sodium hydroxide). Run in O (water). Yields the product NC(CC1=CC=C(OCC(=O)O)C=C1)C (rac. 4-(2-Aminopropyl)phenoxyacetic acid). Reaction SMILES: C([NH:4][CH:5]([CH3:18])[CH2:6][C:7]1[CH:17]=[CH:16][C:10]([O:11][CH2:12][C:13]([OH:15])=[O:14])=[CH:9][CH:8]=1)(=O)C.[OH-].[Na+]>O>[NH2:4][CH:5]([CH3:18])[CH2:6][C:7]1[CH:8]=[CH:9][C:10]([O:11][CH2:12][C:13]([OH:15])=[O:14])=[CH:16][CH:17]=1 |f:1.2|. Reported procedure: The 29 g. of residual oil described in Example 3 above (ethyl ester of rac. 4-(2-acetamidopropyl)phenoxyacetic acid was refluxed with 16.4 g. of sodium hydroxide (0.41 moles) in 150 ml. of water for 15 hrs., after which the solution was cooled, a trace of flocculent matter removed by filtration and the clear filtrate passed over a column of 750 ml. (0.75 eq) of Dowex® 2-X4 in the hydrogen form. After washing the column with water until the effluent pH was 4-5, the amino acid was eluted with 2 l.... Reactants: CCOC(=O)c1cc(OC(C)=O)c2oc(C)cc2c1, O=C([O-])[O-], CCO, ClCCl, [K+], [K+]. Yields the product CCOC(=O)c1cc(O)c2oc(C)cc2c1. As a reaction SMILES: [C:1](=[O:2])([CH3:3])[O:4][c:5]1[cH:6][c:7]([C:15](=[O:16])[O:17][CH2:18][CH3:19])[cH:8][c:9]2[cH:10][c:11]([CH3:14])[o:12][c:13]12.[C:20](=[O:21])([O-:22])[O-:23].[CH3:26][CH2:27][OH:28].[Cl:29][CH2:30][Cl:31].[K+:24].[K+:25]>>[OH:4][c:5]1[cH:6][c:7]([C:15](=[O:16])[O:17][CH2:18][CH3:19])[cH:8][c:9]2[cH:10][c:11]([CH3:14])[o:12][c:13]12.